From a dataset of the Open Reaction Database (ORD), a public repository of structured organic reaction records. describe an organic reaction: reactants, conditions, products, and yield The reactants are ClC1=C(C=CC(=C1)Cl)S (2,4-dichlorothiophenol), FC1=C(C=C(C=O)C=C1)C(F)(F)F (4-fluoro-3-trifluoromethylbenzaldehyde), NCCCCCCO (6-amino-1-hexanol), CC1=C(C=CC=C1)S (2-methylthiophenol), ClC1=C(C=O)C=CC=C1 (2-chlorobenzaldehyde), C1(CC1)N (cyclopropylamine). The product is CC1=C(C=CC=C1)SC1=C(C=C(C=C1)\C=C\C(=O)NC1CC1)C(F)(F)F ((2-Methylphenyl)[2-trifluoromethyl-4-(E-((cyclopropylamino)carbonyl) ethenyl)phenyl]sulfide). Reaction SMILES: ClC1C=C(Cl)C=CC=1S.[CH3:10][C:11]1[CH:16]=[CH:15][CH:14]=[CH:13][C:12]=1[SH:17].ClC1C=CC=C[C:20]=1[CH:21]=[O:22].F[C:28]1[CH:35]=[CH:34][C:31]([CH:32]=O)=[CH:30][C:29]=1[C:36]([F:39])([F:38])[F:37].[NH2:40][CH2:41][CH2:42][CH2:43]CCCO.C1(N)CC1>>[CH3:10][C:11]1[CH:16]=[CH:15][CH:14]=[CH:13][C:12]=1[S:17][C:28]1[CH:35]=[CH:34][C:31](/[CH:32]=[CH:20]/[C:21]([NH:40][CH:41]2[CH2:42][CH2:43]2)=[O:22])=[CH:30][C:29]=1[C:36]([F:39])([F:38])[F:37]. Procedure: The title compound was prepared by the procedures described in Example 1 substituting 2,4-dichlorothiophenol with 2-methylthiophenol, 2-chlorobenzaldehyde with 4-fluoro-3-trifluoromethylbenzaldehyde, and 6-amino-1-hexanol with cyclopropylamine. 1H NMR (CDCl3, 300 MHz) δ 7.76 (s, 1H); 7.56 (d, J=15.4 Hz, 1H); 7.50 (d, J=8.4 Hz, 1H); 7.40-7.30 (m, 3H); 7.28 (m, 1H); 6.88 (d, J=8.4 Hz, 1H); 6.30 (d, J=15.4 Hz, 1H); 5.70 (br s, 1H), 2.95 (m, 1H); 2.34 (s, 3H); 0.85 (m, 2H); 0.57 (m, 2H). MS (ESI) m/... Starting materials: C(C)(C)(C)OC(NC1CCNCC1)=O (Piperidin-4-yl-carbamic acid tert-butyl ester), BrCC1COC=2C=NC3=CC=C(N=C3C2C1)OC (3-bromomethyl-6-methoxy-3,4-dihydro-2H-1-oxa-5,9-diaza-phenanthrene), C(C)(C)N(C(C)C)CC (N,N-diisopropylethylamine). Solvent: CN(C=O)C (N,N-dimethylformamide). Run at temperature 80 celsius, time 24 hour. Product: C(C)(C)(C)OC(NC1CCN(CC1)CC1COC=2C=NC3=CC=C(C=C3C2C1)OC)=O (1-(6-methoxy-3,4-dihydro-2H-1-oxa-9-aza-phenanthren-3-ylmethyl)-piperidin-4-yl-carbamic acid tert-butyl ester). Yield: 87.2%. RXN SMILES: [C:1]([O:5][C:6](=[O:14])[NH:7][CH:8]1[CH2:13][CH2:12][NH:11][CH2:10][CH2:9]1)([CH3:4])([CH3:3])[CH3:2].Br[CH2:16][CH:17]1[CH2:30][C:29]2[C:28]3[C:23](=[CH:24][CH:25]=[C:26]([O:31][CH3:32])N=3)[N:22]=[CH:21][C:20]=2[O:19][CH2:18]1.[CH:33](N(CC)C(C)C)(C)C>CN(C)C=O>[C:1]([O:5][C:6](=[O:14])[NH:7][CH:8]1[CH2:13][CH2:12][N:11]([CH2:16][CH:17]2[CH2:30][C:29]3[C:28]4[C:23](=[CH:24][CH:25]=[C:26]([O:31][CH3:32])[CH:33]=4)[N:22]=[CH:21][C:20]=3[O:19][CH2:18]2)[CH2:10][CH2:9]1)([CH3:4])([CH3:2])[CH3:3]. Procedure: Piperidin-4-yl-carbamic acid tert-butyl ester (301 mg, 1.46 mmol, 1.0 eq) is added at room temperature to a stirred solution of 3-bromomethyl-6-methoxy-3,4-dihydro-2H-1-oxa-5,9-diaza-phenanthrene (500 mg, 1.46 mmol, 1.0 eq) in N,N-dimethylformamide (15 mL), followed by N,N-diisopropylethylamine (281 μL, 1.61 mmol, 1.1 eq). After 24 hours stirring at 80° C., solvent is removed and the residue is extracted with dichloromethane (3×30 mL) and water (30 mL). The combined organic layers are dried over... Reactants: [H-].[Al+3].[Li+].[H-].[H-].[H-] (lithium aluminum hydride), bishydrazone, C(=O)(O)C1=CC=C(OCCOC2=CC=C(C=C2)C(=O)O)C=C1 (1,2-bis(4-carboxyphenoxy)ethane), dialdehyde, C(C)(=O)C1=CC=C(C=C1)C(C)=O (1,4-diacetylbenzene), O.NN (hydrazine hydrate), alcohol, dimethyl ester. Run in O1CCCC1 (tetrahydrofuran), 2B. Product: OCC1=CC=C(OCCOC2=CC=C(C=C2)CO)C=C1 (1,2-bis(4-hydroxymethylphenoxy)ethane). Reaction SMILES: C(C1C=CC(C(=O)C)=CC=1)(=O)C.O.NN.[C:16]([C:19]1[CH:37]=[CH:36][C:22]([O:23][CH2:24][CH2:25][O:26][C:27]2[CH:32]=[CH:31][C:30]([C:33](O)=[O:34])=[CH:29][CH:28]=2)=[CH:21][CH:20]=1)(O)=[O:17].[H-].[Al+3].[Li+].[H-].[H-].[H-]>O1CCCC1>[OH:34][CH2:33][C:30]1[CH:29]=[CH:28][C:27]([O:26][CH2:25][CH2:24][O:23][C:22]2[CH:36]=[CH:37][C:19]([CH2:16][OH:17])=[CH:20][CH:21]=2)=[CH:32][CH:31]=1 |f:1.2,4.5.6.7.8.9|. Procedure details: A bishydrazone was used in Ex. 26. It may be prepared by refluxing (48 hr) 1,4-diacetylbenzene with excess hydrazine hydrate in 2B alcohol, then cooling the reaction mixture to yield the product, m.p. = 184° C. (dec.). The dialdehyde used in Ex. 35 is prepared by first reducing the dimethyl ester of 1,2-bis(4-carboxyphenoxy)ethane with lithium aluminum hydride in tetrahydrofuran to form 1,2-bis(4-hydroxymethylphenoxy)ethane; m.p. = 174°-176° C. The latter is oxidized to the desired dialdehyde wi... The reactants are COC(C1=CN=C(C(=C1)Cl)N1C[C@H](NCC1)C)=O (5-Chloro-6-[(3R)-3-methyl-piperazin-1-yl]-nicotinic acid methyl ester), ClC1=NC2=C(N1)C=C(C=C2C2=CC(=C(C(=C2)F)F)F)C(F)(F)F (2-chloro-6-trifluoromethyl-4-(3,4,5-trifluoro-phenyl)-1H-benzoimidazole). Product: COC(C1=CN=C(C(=C1)Cl)N1C[C@H](N(CC1)C1=NC2=C(N1)C(=CC(=C2)C(F)(F)F)C2=CC(=C(C(=C2)F)F)F)C)=O (5-Chloro-6-{(3R)-3-methyl-4-[5-trifluoromethyl-7-(3,4,5-trifluoro-phenyl)-1H-benzoimidazol-2-yl]-piperazin-1-yl}-nicotinic acid methyl ester). RXN SMILES: [CH3:1][O:2][C:3](=[O:18])[C:4]1[CH:9]=[C:8]([Cl:10])[C:7]([N:11]2[CH2:16][CH2:15][NH:14][C@H:13]([CH3:17])[CH2:12]2)=[N:6][CH:5]=1.Cl[C:20]1[NH:24][C:23]2[CH:25]=[C:26]([C:38]([F:41])([F:40])[F:39])[CH:27]=[C:28]([C:29]3[CH:34]=[C:33]([F:35])[C:32]([F:36])=[C:31]([F:37])[CH:30]=3)[C:22]=2[N:21]=1>>[CH3:1][O:2][C:3](=[O:18])[C:4]1[CH:9]=[C:8]([Cl:10])[C:7]([N:11]2[CH2:16][CH2:15][N:14]([C:20]3[NH:21][C:22]4[C:28]([C:29]5[CH:30]=[C:31]([F:37])[C:32]([F:36])=[C:33]([F:35])[CH:34]=5)=[CH:27][C:26]([C:38]([F:41])([F:39])[F:40])=[CH:25][C:23]=4[N:24]=3)[C@H:13]([CH3:17])[CH2:12]2)=[N:6][CH:5]=1. Procedure details: 5-Chloro-6-[(3R)-3-methyl-piperazin-1-yl]-nicotinic acid methyl ester from step (b) above (271 mg, 1.0 mmol) and 2-chloro-6-trifluoromethyl-4-(3,4,5-trifluoro-phenyl)-1H-benzoimidazole (350 mg, 1.0 mmol, Example 51b) reacted under the conditions of Example 3c to give the title compound as a white solid. MS ESI, pos. ion) m/e: 584 (M+1).